This data is from the Open Reaction Database (ORD), a public repository of structured organic reaction records. The task is: describe an organic reaction: reactants, conditions, products, and yield The reactants are N (NH3), oil, ClC1=C(C=CC=C1Cl)C=1C=C2CCCN3C2=C(C1)[C@H]1[C@@H]3CCNC1 ((7aS,11aR)-2-(2,3-dichlorophenyl)-5,6,7a,8,9,10,11,11a-octahydro-4H-pyrido[3′,4′:4,5]pyrrolo[3,2,1-ij]quinoline), BrCC=C(C)C (4-bromo-2-methyl-2-butene). Yields the product ClC1=C(C=CC=C1Cl)C=1C=C2CCCN3C2=C(C1)[C@H]1[C@@H]3CCN(C1)CC=C(C)C ((7aS,11aR)-2-(2,3-dichlorophenyl)-10-(3-methyl-2-butenyl)-5,6,7a,8,9,10,11,11a-octahydro-4H-pyrido[3′,4′:4,5]pyrrolo[3,2,1-ij]quinoline). Reaction SMILES: [Cl:1][C:2]1[C:7]([Cl:8])=[CH:6][CH:5]=[CH:4][C:3]=1[C:9]1[CH:10]=[C:11]2[C:16]3=[C:17]([C@@H:19]4[CH2:24][NH:23][CH2:22][CH2:21][C@@H:20]4[N:15]3[CH2:14][CH2:13][CH2:12]2)[CH:18]=1.Br[CH2:26][CH:27]=[C:28]([CH3:30])[CH3:29].N>>[Cl:1][C:2]1[C:7]([Cl:8])=[CH:6][CH:5]=[CH:4][C:3]=1[C:9]1[CH:10]=[C:11]2[C:16]3=[C:17]([C@@H:19]4[CH2:24][N:23]([CH2:26][CH:27]=[C:28]([CH3:30])[CH3:29])[CH2:22][CH2:21][C@@H:20]4[N:15]3[CH2:14][CH2:13][CH2:12]2)[CH:18]=1. Procedure details: The title compound was prepared by the method of Example 382 as a yellow oil (27 mg, 76%) from (7aS,11aR)-2-(2,3-dichlorophenyl)-5,6,7a,8,9,10,11,11a-octahydro-4H-pyrido[3′,4′:4,5]pyrrolo[3,2,1-ij]quinoline (30 mg, 0.083 mmol) and 4-bromo-2-methyl-2-butene (25 mg, 0.17 mmol). MS (CI, NH3): 427.1 (base, M+H). Reactants: [Cs+].[F-], c1c(c(ccc1C(=O)N(c1c(cccn1)Cl)[C@H]1CN(CCC1)C(OC(C)(C)C)=O)Br)I. Reagents/catalysts: c1ccc(cc1)-c2c3ccccc3cc4ccccc24 (9-Phenylanthracene), PCy3 Pd G4. Run in CC1CCCO1 (Me-THF). Reaction conditions: temperature 120 celsius, time 18 hour. Yields the product CC(C)(C)OC(=O)N1CCC[C@H](C1)N(C(=O)c2ccc(Br)c(F)c2)c3ncccc3Cl. Reaction SMILES: [CH3:1][C:2]([O:5][C:6]([N:8]1[CH2:13][C@H:12]([N:14]([c:24]2[c:29]([Cl:30])[cH:28][cH:27][cH:26][n:25]2)[C:15]([c:17]3[cH:23][c:22](I)[c:20]([Br:21])[cH:19][cH:18]3)=[O:16])[CH2:11][CH2:10][CH2:9]1)=[O:7])([CH3:4])[CH3:3].[F-:31].[Cs+]>>[CH3:1][C:2]([O:5][C:6]([N:8]1[CH2:13][C@H:12]([N:14]([c:24]2[c:29]([Cl:30])[cH:28][cH:27][cH:26][n:25]2)[C:15]([c:17]3[cH:23][c:22]([F:31])[c:20]([Br:21])[cH:19][cH:18]3)=[O:16])[CH2:11][CH2:10][CH2:9]1)=[O:7])([CH3:4])[CH3:3]. The reactants are (5,5')-8- Anilino -1-naphthalene Sulfonate, product, [NH4+].N(C1=CC=CC=C1)C=1C=CC=C2C=CC=C(C12)S(=O)(=O)[O-] (8- anilino - 1- naphthalene sulfonic acid ammonium salt). The solvent is Cl(=O)(=O)(=O)[O-].[Na+] (sodium perchlorate). Reaction conditions: time 2 hour. The product is C1=CC=C(C=C1)NC2=C3C(=C(C=C2)C4=C5C=CC=C(C5=C(C=C4)NC6=CC=CC=C6)S(=O)(=O)O)C=CC=C3S(=O)(=O)O (bis - (5,5') - 8 - anilino - 1 - naphthalene sulfonic acid dipotassium salt). Yield: 30.1%. RXN SMILES: [NH4+:1].[NH:2]([C:9]1[CH:10]=[CH:11][CH:12]=[C:13]2[C:18]=1[C:17]([S:19]([O-:22])(=[O:21])=[O:20])=[CH:16][CH:15]=[CH:14]2)[C:3]1[CH:8]=[CH:7][CH:6]=[CH:5][CH:4]=1>Cl([O-])(=O)(=O)=O.[Na+]>[CH:8]1[CH:3]=[CH:4][C:5]([NH:1][C:9]2[CH:10]=[CH:11][C:12]([C:12]3[CH:11]=[CH:10][C:9]([NH:2][C:3]4[CH:4]=[CH:5][CH:6]=[CH:7][CH:8]=4)=[C:18]4[C:13]=3[CH:14]=[CH:15][CH:16]=[C:17]4[S:19]([OH:22])(=[O:20])=[O:21])=[C:13]3[CH:14]=[CH:15][CH:16]=[C:17]([S:19]([OH:22])(=[O:20])=[O:21])[C:18]=23)=[CH:6][CH:7]=1 |f:0.1,2.3|. Reported procedure: A process for the production of bis-(5,5')-8- Anilino -1-naphthalene Sulfonate using an electrochemical cell, consisting of a container (a beaker), a carbon cloth anode, and a metal cathode. The electrochemical cell is charged with ingredients in accord with the following proportions--2.136 g (6.71 mmol) of 8- anilino - 1- naphthalene sulfonic acid ammonium salt dissolved in 100 mL of 0.1 M aqueous sodium perchlorate. As the solution is stirred (A stirring mechanism is used such as a magnetic st... The reactants are O=C1c2ccc(Cl)cc2CC1Br, C[S-], CCO, [Na+]. Product: CSC1Cc2cc(Cl)ccc2C1=O. RXN SMILES: [Br:1][CH:2]1[C:3](=[O:12])[c:4]2[cH:5][cH:6][c:7]([Cl:11])[cH:8][c:9]2[CH2:10]1.[CH3:13][S-:14].[CH3:16][CH2:17][OH:18].[Na+:15]>>[CH:2]1([S:14][CH3:13])[C:3](=[O:12])[c:4]2[cH:5][cH:6][c:7]([Cl:11])[cH:8][c:9]2[CH2:10]1. The reactants are C(C1=CC=CC=C1)Cl (benzylchloride), C(C1=CC=CC=C1)SC=1SCCN1 (2-benzylthio-thiazoline). The solvent is CO (methanol). Run at temperature 150 celsius. The product is C(C1=CC=CC=C1)N1C(SC=C1)=S (N-benzyl-thiazolinethion). Isolated yield 704.2%. As a reaction SMILES: [CH2:1](Cl)[C:2]1[CH:7]=[CH:6][CH:5]=[CH:4][CH:3]=1.C([S:16][C:17]1[S:18][CH2:19][CH2:20][N:21]=1)C1C=CC=CC=1>CO>[CH2:1]([N:21]1[CH:20]=[CH:19][S:18][C:17]1=[S:16])[C:2]1[CH:7]=[CH:6][CH:5]=[CH:4][CH:3]=1. Procedure details: 12.7 g (0.1 mole) of benzylchloride were added to 209.2 g (1 mole) of 2-benzylthio-thiazoline and the mixture was heated to 150° C. for eight hours. The mixture was allowed to cool down to 70° C. and 500 ml of methanol were added. The reaction mixture was allowed to cool down to room temperature and stirred for an additional hour; N-benzyl-thiazoline-thion precipitated from the medium as a white crystalline product, was isolated by filtration and washed twice with 10 ml of methanol. The crude pr...